Dataset: the Open Reaction Database (ORD), a public repository of structured organic reaction records. Task: describe an organic reaction: reactants, conditions, products, and yield Reactants: NC1=NC=CC(=C1[N+](=O)[O-])OC=1C=C(C=C(C1)Cl)NC(C1=CC(=CC=C1)OC(F)(F)F)=O (N-(3-(2-Amino-3-nitropyridin-4-yloxy)-5-chlorophenyl)-3-(trifluoromethoxy)benzamide). The reagents and catalysts are [Pt] (sulphided platinum on carbon). Product: ClC=1C=C(C=C(C1)OC1=C(C(=NC=C1)N)N)NC(C1=CC(=CC=C1)OC(F)(F)F)=O (N-(3-Chloro-5-(2,3-Diaminopyridin-4-yloxy)phenyl)-3-(trifluoromethoxy)benzamide). Yield: 98.0%. As a reaction SMILES: [NH2:1][C:2]1[C:7]([N+:8]([O-])=O)=[C:6]([O:11][C:12]2[CH:13]=[C:14]([NH:19][C:20](=[O:32])[C:21]3[CH:26]=[CH:25][CH:24]=[C:23]([O:27][C:28]([F:31])([F:30])[F:29])[CH:22]=3)[CH:15]=[C:16]([Cl:18])[CH:17]=2)[CH:5]=[CH:4][N:3]=1>[Pt]>[Cl:18][C:16]1[CH:15]=[C:14]([NH:19][C:20](=[O:32])[C:21]2[CH:26]=[CH:25][CH:24]=[C:23]([O:27][C:28]([F:29])([F:31])[F:30])[CH:22]=2)[CH:13]=[C:12]([O:11][C:6]2[CH:5]=[CH:4][N:3]=[C:2]([NH2:1])[C:7]=2[NH2:8])[CH:17]=1. Procedure: Method D was used with N-(3-(2-Amino-3-nitropyridin-4-yloxy)-5-chlorophenyl)-3-(trifluoromethoxy)benzamide and with 5% sulphided platinum on carbon as catalyst to afford the title compound (92 mg, 98%). 1H NMR δ (DMSO) 4.53 (s, 2H, NH2), 5.66 (s, 2H, NH2), 6.19 (d, 1H, Hpy,5, J=5.5 Hz), 6.82 (t, 1H, Harom, J=2 Hz), 7.31 (d, 1H, Hpy,6, J=5.5 Hz), 7.34 (t, 1H, Harom, J=2 Hz), 7.61 (d, 1H, Harom, J=8 Hz), 7.68 (t, 1H, Harom, J=8 Hz), 7.73 (t, 1H, Harom, J=2 Hz), 7.87 (s, 1H, Harom,2′), 7.97 (d, 1H,... The product is C(C)(=O)SCC1C(N2N(CCCC2C(=O)O)C1)=O (2-acetylthiomethyl-hexahydro-3-oxo-1H-pyrazolo[1,2-a]-pyridazine-5-carboxylic acid). Reported procedure: 1.69 of tert.butyl 2-acetylthiomethyl-hexahydro-3-oxo-1H-pyrazolo[1,2-a]pyridazine-5-carboxylate (diastereomer A) were treated with 10 ml of trifluoroacetic acid at room temperature for 2 hours. The solution was evaporated and the residue was re-evaporated with toluene several times. The residue was then crystallized from acetone to give 1.1 g of 2-acetylthiomethyl-hexahydro-3-oxo-1H-pyrazolo[1,2-a]-pyridazine-5-carboxylic acid having a melting point of 166°-168° C. (decomposition). The reactants are C(C)(=O)SCC1C(N2N(CCCC2C(=O)OC(C)(C)C)C1)=O (tert.butyl 2-acetylthiomethyl-hexahydro-3-oxo-1H-pyrazolo[1,2-a]pyridazine-5-carboxylate). As a reaction SMILES: [C:1]([S:4][CH2:5][CH:6]1[CH2:21][N:9]2[CH2:10][CH2:11][CH2:12][CH:13]([C:14]([O:16]C(C)(C)C)=[O:15])[N:8]2[C:7]1=[O:22])(=[O:3])[CH3:2]>FC(F)(F)C(O)=O>[C:1]([S:4][CH2:5][CH:6]1[CH2:21][N:9]2[CH2:10][CH2:11][CH2:12][CH:13]([C:14]([OH:16])=[O:15])[N:8]2[C:7]1=[O:22])(=[O:3])[CH3:2]. Run in FC(C(=O)O)(F)F (trifluoroacetic acid).